This data is from the Open Reaction Database (ORD), a public repository of structured organic reaction records. The task is: describe an organic reaction: reactants, conditions, products, and yield Starting materials: [Na] (sodium), C1(=CC=CC2=CC=CC=C12)C=O (α-naphthaldehyde). Solvent: C(C)(=O)OC(C)=O (acetic anhydride). The product is Compound 2, C1(=CC=CC2=CC=CC=C12)\C=C\C1=CC=CC2=CC=CC=C12 (trans-1,2-di(1-naphthyl)ethylene). As a reaction SMILES: [Na].[C:2]1([CH:12]=O)[C:11]2[C:6](=[CH:7][CH:8]=[CH:9][CH:10]=2)[CH:5]=[CH:4][CH:3]=1>C(OC(=O)C)(=O)C>[C:2]1(/[CH:12]=[CH:12]/[C:2]2[C:11]3[C:6](=[CH:7][CH:8]=[CH:9][CH:10]=3)[CH:5]=[CH:4][CH:3]=2)[C:11]2[C:6](=[CH:7][CH:8]=[CH:9][CH:10]=2)[CH:5]=[CH:4][CH:3]=1 |^1:0|. Procedure details: Compound 2 is prepared by the condensation of sodium α-napththylacetate with α-naphthaldehyde in acetic anhydride at 130° C for 8 hours. Some trans-1,2-di(1-naphthyl)ethylene is produced from the reaction and is crystallized from alcohol to yield a yellow crystalline solid, mp. 162°-163° C. Elemental analysis C 94.2, H 5.9, calculated for C22H16, C 94.3, H 5.7. The infrared spectrum of the product is consistent with this product's structure. The principal product of condensation is 2,3-di(1-naph... Reactants: [OH-].[Na+] (sodium hydroxide), N=1C=C2C=C(SC3=CC=CC1N23)C(=O)O (5-thia-1,8b-diazaacenaphthylene-4-carboxylic acid), C(#N)P(OCC)(OCC)=O (diethyl cyanophosphonate), Cl.Cl.NC1CCN(CC1)CCCC1=CC=CC=C1 (4-amino-1-(3-phenylpropyl)piperidine dihydrochloride). Solvent: O1CCCC1 (tetrahydrofuran), C(C)(=O)OCC (Ethyl acetate), CN(C=O)C (dimethylformamide), C(C)N(CC)CC (Triethylamine). Run at time 10 minute. Yields the product C1(=CC=CC=C1)CCCN1CCC(CC1)NC(=O)C1=CC2=CN=C3C=CC=C(S1)N32 (N-[1-(3-phenylpropan-1-yl)piperidin-4-yl]-5-thia-1,8b-diazaacenaphthylene-4-carboxamide). Isolated yield 55.8%. As a reaction SMILES: Cl.Cl.[NH2:3][CH:4]1[CH2:9][CH2:8][N:7]([CH2:10][CH2:11][CH2:12][C:13]2[CH:18]=[CH:17][CH:16]=[CH:15][CH:14]=2)[CH2:6][CH2:5]1.[N:19]1[CH:20]=[C:21]2[N:30]3[C:25](=[CH:26][CH:27]=[CH:28][C:29]=13)[S:24][C:23]([C:31](O)=[O:32])=[CH:22]2.C(P(=O)(OCC)OCC)#N.[OH-].[Na+]>O1CCCC1.C(OCC)(=O)C.CN(C)C=O.C(N(CC)CC)C>[C:13]1([CH2:12][CH2:11][CH2:10][N:7]2[CH2:8][CH2:9][CH:4]([NH:3][C:31]([C:23]3[S:24][C:25]4[N:30]5[C:21](=[CH:20][N:19]=[C:29]5[CH:28]=[CH:27][CH:26]=4)[CH:22]=3)=[O:32])[CH2:5][CH2:6]2)[CH:14]=[CH:15][CH:16]=[CH:17][CH:18]=1 |f:0.1.2,5.6|. Procedure: Triethylamine (1.34 ml) was added dropwise to a suspension of 4-amino-1-(3-phenylpropyl)piperidine dihydrochloride (1.40 g) and dimethylformamide (10 ml). Into the mixture which was stirred for 10 minutes, 5-thia-1,8b-diazaacenaphthylene-4-carboxylic acid (1.00 g) and diethyl cyanophosphonate (0.81 ml) were added. The mixture was stirred for 1 hour at room temperature, and 2 hours at 55° C. Ethyl acetate:tetrahydrofuran=4:1 (1.75 ml) and 1N-sodium hydroxide (30 ml) were added into the reaction m... Yields the product C(CCC)C1=NC2=C(N1CC=1C=C(C(=CC1)C1=CC=CC=C1)C(=O)O)C=C(C=C2)N(C(=O)OCC)C (4-[(2-n-Butyl-6-(N-ethoxycarbonyl-methylamino)-benzimidazol-1-yl)-methyl]biphenyl-2-carboxylic acid). Procedure details: Prepared in analogous manner to Example 9 from tert.butyl 4'-[(2-n-butyl-6-(N-ethoxycarbonyl-methylamino)-benzimidazol-1-yl)-methyl]biphenyl-2-carboxylate and trifluoroacetic acid. Starting materials: C(CCC)C1=NC2=C(N1CC1=CC=C(C=C1)C=1C(=CC=CC1)C(=O)OC(C)(C)C)C=C(C=C2)N(C(=O)OCC)C (tert.butyl 4'-[(2-n-butyl-6-(N-ethoxycarbonyl-methylamino)-benzimidazol-1-yl)-methyl]biphenyl-2-carboxylate), FC(C(=O)O)(F)F (trifluoroacetic acid). As a reaction SMILES: [CH2:1]([C:5]1[N:9]([CH2:10][C:11]2[CH:16]=C[C:14]([C:17]3[C:18](C(OC(C)(C)C)=O)=[CH:19][CH:20]=[CH:21][CH:22]=3)=[CH:13][CH:12]=2)[C:8]2[CH:30]=[C:31]([N:34]([CH3:40])[C:35]([O:37][CH2:38][CH3:39])=[O:36])[CH:32]=[CH:33][C:7]=2[N:6]=1)[CH2:2][CH2:3][CH3:4].F[C:42](F)(F)[C:43]([OH:45])=[O:44]>>[CH2:1]([C:5]1[N:9]([CH2:10][C:11]2[CH:16]=[C:42]([C:43]([OH:45])=[O:44])[C:14]([C:17]3[CH:18]=[CH:19][CH:20]=[CH:21][CH:22]=3)=[CH:13][CH:12]=2)[C:8]2[CH:30]=[C:31]([N:34]([CH3:40])[C:35]([O:37][CH2:38][CH3:39])=[O:36])[CH:32]=[CH:33][C:7]=2[N:6]=1)[CH2:2][CH2:3][CH3:4]. Starting materials: O[C@]1(C=2C=CC(=CC2CCC1)C(=O)OC)C=1SC(=CN1)C1=NC(=CC(=C1)C)NC1=NC=CC(=C1)C(F)(F)F ((R)-methyl 5-hydroxy-5-(5-(4-methyl-6-(4-(trifluoromethyl)pyridin-2-ylamino)pyridin-2-yl)thiazol-2-yl)-5,6,7,8-tetrahydronaphthalene-2-carboxylate), Cl (HCl), [Li+].[OH-] (LiOH). Solvent: CCO (EtOH). Conditions: temperature 45 celsius. Yields the product OC1(C=2C=CC(=CC2CCC1)C(=O)O)C=1SC(=CN1)C1=NC(=CC(=C1)C)NC1=NC=CC(=C1)C(F)(F)F (5-Hydroxy-5-[5-(4-methyl-6-{[4-(trifluoromethyl)pyridin-2-yl]amino}pyridin-2-yl)-1,3-thiazol-2-yl]-5,6,7,8-tetrahydronaphthalene-2-carboxylic acid), solid. Yield: 92.0%. Reaction SMILES: [OH:1][C@:2]1([C:16]2[S:17][C:18]([C:21]3[CH:26]=[C:25]([CH3:27])[CH:24]=[C:23]([NH:28][C:29]4[CH:34]=[C:33]([C:35]([F:38])([F:37])[F:36])[CH:32]=[CH:31][N:30]=4)[N:22]=3)=[CH:19][N:20]=2)[CH2:11][CH2:10][CH2:9][C:8]2[CH:7]=[C:6]([C:12]([O:14]C)=[O:13])[CH:5]=[CH:4][C:3]1=2.[Li+].[OH-].Cl>CCO>[OH:1][C:2]1([C:16]2[S:17][C:18]([C:21]3[CH:26]=[C:25]([CH3:27])[CH:24]=[C:23]([NH:28][C:29]4[CH:34]=[C:33]([C:35]([F:36])([F:38])[F:37])[CH:32]=[CH:31][N:30]=4)[N:22]=3)=[CH:19][N:20]=2)[CH2:11][CH2:10][CH2:9][C:8]2[CH:7]=[C:6]([C:12]([OH:14])=[O:13])[CH:5]=[CH:4][C:3]1=2 |f:1.2|. Reported procedure: To a suspension of (R)-methyl 5-hydroxy-5-(5-(4-methyl-6-(4-(trifluoromethyl)pyridin-2-ylamino)pyridin-2-yl)thiazol-2-yl)-5,6,7,8-tetrahydronaphthalene-2-carboxylate (12.8 g, 23.68 mmol) in EtOH (192 mL), was added 1N aqueous LiOH (83 mL, 83 mmol). The white suspension was heated to 45° C. for 4 h, during which time the reaction became bright yellow. The reaction was cooled to rt and acidified with 1N aqueous HCl to pH=4 during which time the product precipitated. Filtration afforded (R) 5-Hydro...